From a dataset of the Open Reaction Database (ORD), a public repository of structured organic reaction records. describe an organic reaction: reactants, conditions, products, and yield The product is CN1CCN(C(=O)CC(C)(C)CC(=O)Nc2ccc(OC(=O)N(C)c3ccccc3)nc2)CC1. The reactants are CN1CCNCC1, CN(C)C=O, CN(C(=O)Oc1ccc(NC(=O)CC(C)(C)CC(=O)O)cn1)c1ccccc1, ClCCl, O=S(Cl)Cl. Reaction SMILES: [CH3:33][N:34]1[CH2:35][CH2:36][NH:37][CH2:38][CH2:39]1.[CH3:43][N:44]([CH3:45])[CH:46]=[O:47].[CH3:5][C:6]([CH2:7][C:8](=[O:9])[OH:10])([CH2:11][C:12]([NH:13][c:14]1[cH:15][n:16][c:17]([O:20][C:21]([N:22]([c:23]2[cH:24][cH:25][cH:26][cH:27][cH:28]2)[CH3:29])=[O:30])[cH:18][cH:19]1)=[O:31])[CH3:32].[Cl:40][CH2:41][Cl:42].[S:1]([Cl:2])([Cl:3])=[O:4]>>[CH3:5][C:6]([CH2:7][C:8](=[O:10])[N:37]1[CH2:36][CH2:35][N:34]([CH3:33])[CH2:39][CH2:38]1)([CH2:11][C:12]([NH:13][c:14]1[cH:15][n:16][c:17]([O:20][C:21]([N:22]([c:23]2[cH:24][cH:25][cH:26][cH:27][cH:28]2)[CH3:29])=[O:30])[cH:18][cH:19]1)=[O:31])[CH3:32]. Starting materials: ClC1=C(N)C=C(C=C1C(F)(F)F)Cl (2,5-dichloro-3-trifluoromethylaniline), FC1=C(C(=O)N=C=S)C(=CC=C1)F (2,6-difluorobenzoylisothiocyanate). The solvent is C1=CC=CC=C1 (benzene), C1=CC=CC=C1 (benzene). Reaction conditions: time 10 hour. The product is ClC1=C(C=C(C=C1C(F)(F)F)Cl)NC(=S)NC(C1=C(C=CC=C1F)F)=O (1-(2,5-dichloro-3-trifluoromethylphenyl)-3-(2,6-difluorobenzoyl) thiourea). Yield: 64.3%. Reaction SMILES: [Cl:1][C:2]1[C:8]([C:9]([F:12])([F:11])[F:10])=[CH:7][C:6]([Cl:13])=[CH:5][C:3]=1[NH2:4].[F:14][C:15]1[CH:25]=[CH:24][CH:23]=[C:22]([F:26])[C:16]=1[C:17]([N:19]=[C:20]=[S:21])=[O:18]>C1C=CC=CC=1>[Cl:1][C:2]1[C:8]([C:9]([F:11])([F:10])[F:12])=[CH:7][C:6]([Cl:13])=[CH:5][C:3]=1[NH:4][C:20]([NH:19][C:17](=[O:18])[C:16]1[C:22]([F:26])=[CH:23][CH:24]=[CH:25][C:15]=1[F:14])=[S:21]. Procedure details: To a solution of 2,5-dichloro-3-trifluoromethylaniline (0.5 g) in 10 ml of dry benzene was added a solution of 2,6-difluorobenzoylisothiocyanate (0.45 g) in 5 ml of dry benzene under water-cooling and the solution was stirred for 10 hours. The benzene was then distilled off under reduced pressure and the residue was washed with n-hexane to obtain the desired product 0.6 g. (m.p. 136°-141° C.) Reactants: C(C)(C)(C)OC(=O)N1CCC(CC1)OC1=C(C(=CC(=C1)OCC)C(OC)C(=O)O)F ((RS)-4-[3-(Carboxy-methoxy-methyl)-5-ethoxy-2-fluoro-phenoxy]-piperidine-1-carboxylic acid tert-butyl ester), NCC1=CC=C(C#N)C=C1 (4-aminomethyl benzonitrile). Yields the product C(C)(C)(C)OC(=O)N1CCC(CC1)OC1=C(C(=CC(=C1)OCC)C(OC)C(NCC1=CC=C(C=C1)C#N)=O)F ((RS)-4-{3-[(4-cyano-benzylcarbamoyl)-methoxy-methyl]-5-ethoxy-2-fluoro-phenoxy}-piperidine-1-carboxylic acid tert-butyl ester). Reaction SMILES: [C:1]([O:5][C:6]([N:8]1[CH2:13][CH2:12][CH:11]([O:14][C:15]2[CH:20]=[C:19]([O:21][CH2:22][CH3:23])[CH:18]=[C:17]([CH:24]([C:27]([OH:29])=O)[O:25][CH3:26])[C:16]=2[F:30])[CH2:10][CH2:9]1)=[O:7])([CH3:4])([CH3:3])[CH3:2].[NH2:31][CH2:32][C:33]1[CH:40]=[CH:39][C:36]([C:37]#[N:38])=[CH:35][CH:34]=1>>[C:1]([O:5][C:6]([N:8]1[CH2:9][CH2:10][CH:11]([O:14][C:15]2[CH:20]=[C:19]([O:21][CH2:22][CH3:23])[CH:18]=[C:17]([CH:24]([C:27](=[O:29])[NH:38][CH2:37][C:36]3[CH:39]=[CH:40][C:33]([C:32]#[N:31])=[CH:34][CH:35]=3)[O:25][CH3:26])[C:16]=2[F:30])[CH2:12][CH2:13]1)=[O:7])([CH3:2])([CH3:4])[CH3:3]. Reported procedure: (RS)-4-[3-(Carboxy-methoxy-methyl)-5-ethoxy-2-fluoro-phenoxy]-piperidine-1-carboxylic acid tert-butyl ester was coupled with 4-aminomethyl benzonitrile to give (RS)-4-{3-[(4-cyano-benzylcarbamoyl)-methoxy-methyl]-5-ethoxy-2-fluoro-phenoxy}-piperidine-1-carboxylic acid tert-butyl ester according to general procedure B. Yellow oil. MS 564.4 ([M+Na]+) Reactants: C(CCC)NS(=O)(=O)C1=CC=C(C=C1)N1CCC(CC1)=O (N-butyl-4-(4-oxo-piperidin-1-yl)-benzenesulfonamide), BrCC(=O)OCC1=CC=CC=C1 (benzyl bromoacetate), Intermediate 2. Yields the product C(C1=CC=CC=C1)OC(CN(S(=O)(=O)C1=CC=C(C=C1)N1CCC(CC1)=O)CCCC)=O ({Butyl-[4-(4-oxo-piperidin-1-yl)-benzenesulfonyl]-amino}-acetic acid benzyl ester). Reaction SMILES: [CH2:1]([NH:5][S:6]([C:9]1[CH:14]=[CH:13][C:12]([N:15]2[CH2:20][CH2:19][C:18](=[O:21])[CH2:17][CH2:16]2)=[CH:11][CH:10]=1)(=[O:8])=[O:7])[CH2:2][CH2:3][CH3:4].Br[CH2:23][C:24]([O:26][CH2:27][C:28]1[CH:33]=[CH:32][CH:31]=[CH:30][CH:29]=1)=[O:25]>>[CH2:27]([O:26][C:24](=[O:25])[CH2:23][N:5]([CH2:1][CH2:2][CH2:3][CH3:4])[S:6]([C:9]1[CH:10]=[CH:11][C:12]([N:15]2[CH2:20][CH2:19][C:18](=[O:21])[CH2:17][CH2:16]2)=[CH:13][CH:14]=1)(=[O:8])=[O:7])[C:28]1[CH:33]=[CH:32][CH:31]=[CH:30][CH:29]=1. Procedure details: The title compound was prepared from N-butyl-4-(4-oxo-piperidin-1-yl)-benzenesulfonamide ( ) and benzyl bromoacetate according to the procedure of Intermediate 2 as a gum; 1H NMR (CDCl3) δ 0.85 (t, J=7.23 Hz, 3H), 1.19-1.32 (m, 2H), 1.43-1.53 (m, 2H), 2.56 (t, J=6.12 Hz, 4H), 3.19 (t, J=7.47 Hz, 2H), 3.72 (t, J=6.06 Hz, 4H), 4.09 (s, 2H), 5.10 (s, 2H), 6.84-6.89 (m, 2H), 7.29-7.40 (m, 5H), 7.69-7.74 (m, 2H); MS (ES) m/z 459.4 (MH+); HRMS for C25H30N2O6S: 459.1945 (MH+)